Dataset: the Open Reaction Database (ORD), a public repository of structured organic reaction records. Task: describe an organic reaction: reactants, conditions, products, and yield Starting materials: OC1=C(C(=O)OC)C=CC(=C1)OC (methyl 2-hydroxy-4-methoxybenzoate), N12CCN(CC1)CC2 (1,4-diazabicyclo[2.2.2]-octane), CN(C=O)C (dimethylformamide), CN(C(=S)Cl)C (dimethylthiocarbamoyl chloride). Solvent: O (water). Conditions: temperature 50 celsius, time 7 hour. Product: CN(C)C(OC1=C(C(=O)OC)C=CC(=C1)OC)=S (Methyl 2[(dimethylamino)thioxomethoxyl]-4-methoxybenzoate). The yield is 76.5%. Reaction SMILES: [OH:1][C:2]1[CH:11]=[C:10]([O:12][CH3:13])[CH:9]=[CH:8][C:3]=1[C:4]([O:6][CH3:7])=[O:5].N12CCN(CC1)CC2.CN(C)C=O.[CH3:27][N:28]([CH3:32])[C:29](Cl)=[S:30]>O>[CH3:27][N:28]([C:29](=[S:30])[O:1][C:2]1[CH:11]=[C:10]([O:12][CH3:13])[CH:9]=[CH:8][C:3]=1[C:4]([O:6][CH3:7])=[O:5])[CH3:32]. Procedure: To a mixture of 350 g of methyl 2-hydroxy-4-methoxybenzoate, 648 g of 1,4-diazabicyclo[2.2.2]-octane (DABCO) and 3 L of dimethylformamide was added 712 g of dimethylthiocarbamoyl chloride. The mixture was warmed to 50° C. and held for 7 hours, then allowed to cool overnight. The mixture was poured into 10 L water; the aqueous mixture was extracted with 8 L of benzene-hexane (4:1). The organic solution was washed with 1N HCl, 10% NaOH, and dried over magnesium sulfate. Evaporation of the solvent ...